This data is from the Open Reaction Database (ORD), a public repository of structured organic reaction records. The task is: describe an organic reaction: reactants, conditions, products, and yield The reactants are C(C)C1=CC(=NN1CCC)C(=O)N (5-Ethyl-1-propyl-1H-pyrazole-3-carboxamide). Solvent: P(=O)(Cl)(Cl)Cl (phosphorous oxychloride). The product is C(C)C1=CC(=NN1CCC)C#N (5-ethyl-1-propyl-1H-pyrazole-3-carbonitrile). Yield: 98.7%. Reaction SMILES: [CH2:1]([C:3]1[N:7]([CH2:8][CH2:9][CH3:10])[N:6]=[C:5]([C:11]([NH2:13])=O)[CH:4]=1)[CH3:2]>P(Cl)(Cl)(Cl)=O>[CH2:1]([C:3]1[N:7]([CH2:8][CH2:9][CH3:10])[N:6]=[C:5]([C:11]#[N:13])[CH:4]=1)[CH3:2]. Procedure details: 5-Ethyl-1-propyl-1H-pyrazole-3-carboxamide (5.50 g, 30.35 mmol) was treated with phosphorous oxychloride (20 mL) according to the procedure described in Part D of Examples 37-39 to yield 4.89 g of 5-ethyl-1-propyl-1H-pyrazole-3-carbonitrile as an oil. The reactants are C(C)(C)(C)OC(=O)N(C(=NC(=O)OC(C)(C)C)N)CC1=CC(=C(C=C1)O)Br (1,2-bis(tert-butoxycarbonyl)-1-[3-bromo-4-hydroxybenzyl]-guanidine), C(=O)([O-])[O-].[K+].[K+] (K2CO3), BrCCCO (3-bromopropanol). Run in CN(C)C=O (DMF), O (water). Run at temperature 50 celsius, time 2 hour. Product: C(C)(C)(C)OC(=O)N(C(=NC(=O)OC(C)(C)C)N)CC1=CC(=C(C=C1)OCCCO)Br (1,2-bis(tert-butoxycarbonyl)-1-[3-bromo-4-(3-hydroxypropoxy)benzyl]-guanidine). Isolated yield 88.0%. Reaction SMILES: [C:1]([O:5][C:6]([N:8]([CH2:19][C:20]1[CH:25]=[CH:24][C:23]([OH:26])=[C:22]([Br:27])[CH:21]=1)[C:9]([NH2:18])=[N:10][C:11]([O:13][C:14]([CH3:17])([CH3:16])[CH3:15])=[O:12])=[O:7])([CH3:4])([CH3:3])[CH3:2].C([O-])([O-])=O.[K+].[K+].Br[CH2:35][CH2:36][CH2:37][OH:38]>CN(C=O)C.O>[C:1]([O:5][C:6]([N:8]([CH2:19][C:20]1[CH:25]=[CH:24][C:23]([O:26][CH2:35][CH2:36][CH2:37][OH:38])=[C:22]([Br:27])[CH:21]=1)[C:9]([NH2:18])=[N:10][C:11]([O:13][C:14]([CH3:17])([CH3:16])[CH3:15])=[O:12])=[O:7])([CH3:2])([CH3:3])[CH3:4] |f:1.2.3|. Procedure details: To a solution of 1,2-bis(tert-butoxycarbonyl)-1-[3-bromo-4-hydroxybenzyl]-guanidine (for synthesis, see, for example, Purohit et al., International PCT Patent Publication No. WO2008/083056, incorporated herein by reference) (2.0 g, 4.51 mmol) dissolved in anhydrous DMF (45 mL) was added K2CO3 (1.12 g, 8.13 mmol), and 3-bromopropanol (816 mg, 5.87 mmol) and the reaction mixture warmed to 50° C. using an oil bath. After 2 h, the reaction mixture was diluted with water (30 mL), and the aqueous laye... As a reaction SMILES: [CH2:1](Cl)[C:2]#[CH:3].[CH3:5][CH:6]1[CH2:11][CH2:10][CH2:9][CH2:8][NH:7]1>CO>[CH3:5][CH:6]1[CH2:11][CH2:10][CH2:9][CH2:8][N:7]1[CH2:3][C:2]#[CH:1]. Procedure: A flask was charged with propargyl chloride (17.27 g, 0.232 mol, 70 wt % in toluene) in dry methanol (21 mL) under nitrogen atmosphere. (+/−)-2-Methyl-piperidine (55 mL, 0.46 mol) in dry methanol (43 mL) was added via drop-wise addition over 30 minutes. The material was stirred overnight. The mixture was placed on a rotovap and about half the volume of methanol was stripped, providing a precipitate. The solid precipitate was removed by filtration, rinsing through with ether (150 mL). The filtrit... The product is CC1N(CCCC1)CC#C ((+/−)-2-methyl-1-prop-2-ynyl-piperidine). Solvent: CO (methanol), CO (methanol), CO (methanol). The yield is 22.7%. Reaction conditions: time 8 hour. Reactants: C(C#C)Cl (propargyl chloride), CC1NCCCC1 ((+/−)-2-Methyl-piperidine). The reactants are N1N=C(C=C1)C(=O)OC(C)(C)C (tert-butyl 1H-pyrazole-3-carboxylate), BrCCN1C(C=2C(C1=O)=CC=CC2)=O (N-(2-bromoethyl)phthalimide), C([O-])([O-])=O.[Cs+].[Cs+] (cesium carbonate). Solvent: O (water), CN(C)C=O (DMF). Reaction conditions: time 12 hour. Yields the product O=C1N(C(C2=CC=CC=C12)=O)CCN1N=C(C=C1)C(=O)OC(C)(C)C (tert-butyl 1-[2-(1,3-dioxo-1,3-dihydro-2H-isoindol-2-yl)ethyl]-1H-pyrazole-3-carboxylate). Yield: 32.2%. As a reaction SMILES: [NH:1]1[CH:5]=[CH:4][C:3]([C:6]([O:8][C:9]([CH3:12])([CH3:11])[CH3:10])=[O:7])=[N:2]1.Br[CH2:14][CH2:15][N:16]1[C:20](=[O:21])[C:19]2=[CH:22][CH:23]=[CH:24][CH:25]=[C:18]2[C:17]1=[O:26].C(=O)([O-])[O-].[Cs+].[Cs+]>CN(C=O)C.O>[O:26]=[C:17]1[C:18]2[C:19](=[CH:22][CH:23]=[CH:24][CH:25]=2)[C:20](=[O:21])[N:16]1[CH2:15][CH2:14][N:1]1[CH:5]=[CH:4][C:3]([C:6]([O:8][C:9]([CH3:12])([CH3:11])[CH3:10])=[O:7])=[N:2]1 |f:2.3.4|. Procedure details: To a solution of 2.31 g of tert-butyl 1H-pyrazole-3-carboxylate and 6.98 g of N-(2-bromoethyl)phthalimide in DMF (65 mL) was added 8.95 g of cesium carbonate at room temperature, followed by stirring for 12 hours. The reaction solution was diluted with water, followed by extraction with ethyl acetate. The extract was dried over anhydrous magnesium sulfate and concentrated under reduced pressure. The obtained residue was purified by silica gel column chromatography (eluent: chloroform-hexane) to ... The reactants are C(C#C)O (propargyl alcohol), C([O-])([O-])=O.[K+].[K+] (potassium carbonate), COC1=NC(=NC(=C1)OC)OC1=C(C(=O)O)C(=CC=C1)F (2-(4,6-dimethoxypyrimidin-2-yl)oxy-6-fluorobenzoic acid), C(=O)(N1C=NC=C1)N1C=NC=C1 (carbonyldiimidazole). The solvent is O1CCCC1 (tetrahydrofuran), O (water). Product: COC1=NC(=NC(=C1)OC)OC1=C(C(=O)OCC#C)C(=CC=C1)F (propargyl 2-(4,6-dimethoxypyrimidin-2-yl)oxy-6-fluorobenzoate). The yield is 53.1%. Reaction SMILES: [CH3:1][O:2][C:3]1[CH:8]=[C:7]([O:9][CH3:10])[N:6]=[C:5]([O:11][C:12]2[CH:20]=[CH:19][CH:18]=[C:17]([F:21])[C:13]=2[C:14]([OH:16])=[O:15])[N:4]=1.C(N1C=CN=C1)(N1C=CN=C1)=O.[CH2:34](O)[C:35]#[CH:36].C(=O)([O-])[O-].[K+].[K+]>O1CCCC1.O>[CH3:10][O:9][C:7]1[CH:8]=[C:3]([O:2][CH3:1])[N:4]=[C:5]([O:11][C:12]2[CH:20]=[CH:19][CH:18]=[C:17]([F:21])[C:13]=2[C:14]([O:16][CH2:36][C:35]#[CH:34])=[O:15])[N:6]=1 |f:3.4.5|. Procedure details: 2-(4,6-dimethoxypyrimidin-2-yl)oxy-6-fluorobenzoic acid (3.0 g) and carbonyldiimidazole (1.8 g) was dissolved in tetrahydrofuran (50 ml), and the solution was refluxed under heating for one hour. The reaction solution was cooled. Then, propargyl alcohol (2.0 g) and potassium carbonate (1.7 g) were added thereto, and the mixture was refluxed under heating for one hour. The mixture was poured into water and extracted with ethyl ether. The extract was washed with water and dried. Then, the solvent ...